Dataset: the Open Reaction Database (ORD), a public repository of structured organic reaction records. Task: describe an organic reaction: reactants, conditions, products, and yield Starting materials: FC(C(=O)NC1=C(C(=O)O)C=CC=C1C(N)=O)(C1=NC=C(C=C1)F)F (2-(2,2-difluoro-2-(5-fluoropyridin-2-yl)acetamido)-3-carbamoylbenzoic acid), Cl.CCOCC (HCl ether). The solvent is CO (MeOH). The product is FC(C1=NC2=C(C=CC=C2C(N1)=O)C(=O)OC)(C1=NC=C(C=C1)F)F (methyl 2-(difluoro(5-fluoropyridin-2-yl)methyl)-4-oxo-3,4-dihydroquinazoline-8-carboxylate). Yield: 62.0%. Reaction SMILES: [F:1][C:2]([F:25])([C:18]1[CH:23]=[CH:22][C:21]([F:24])=[CH:20][N:19]=1)[C:3]([NH:5][C:6]1[C:14]([C:15](=[O:17])[NH2:16])=[CH:13][CH:12]=[CH:11][C:7]=1[C:8]([OH:10])=[O:9])=O.Cl.[CH3:27]COCC>CO>[F:1][C:2]([F:25])([C:18]1[CH:23]=[CH:22][C:21]([F:24])=[CH:20][N:19]=1)[C:3]1[NH:16][C:15](=[O:17])[C:14]2[C:6](=[C:7]([C:8]([O:10][CH3:27])=[O:9])[CH:11]=[CH:12][CH:13]=2)[N:5]=1 |f:1.2|. Reported procedure: 2-(2,2-difluoro-2-(5-fluoropyridin-2-yl)acetamido)-3-carbamoylbenzoic acid (28.5 g, 81 mmol) in MeOH (1000 mL) was treated with 2M HCl/ether (4 mL) and then heated at reflux overnight. The mixture was concentrated to 10% of the original volume and the resulting precipitate was collected by filtration and washed with a small amount of MeOH to afford methyl 2-(difluoro(5-fluoropyridin-2-yl)methyl)-4-oxo-3,4-dihydroquinazoline-8-carboxylate (17.5 g, 62%). Separately, 2-(difluoro(5-fluoropyridin-2-y... Starting materials: [OH-].[Na+] (sodium hydroxide), CC1(C(NC(N1)=S)=O)C (5,5-dimethyl-2-thiohydantoin), O (water), Cl.CN(C1=C(CCl)C=CC=C1)C (2-dimethylaminobenzylchloride hydrochloride). Solvent: CS(=O)C (dimethylsulfoxide). Conditions: time 1 hour. The product is CN(C1=C(CSC=2NC(C(N2)=O)(C)C)C=CC=C1)C (2-(2-dimethylaminobenzylthio)-5,5-dimethylimidazolin-4-one). RXN SMILES: [CH3:1][C:2]1([CH3:9])[NH:6][C:5](=[S:7])[NH:4][C:3]1=[O:8].Cl.[CH3:11][N:12]([CH3:21])[C:13]1[CH:20]=[CH:19][CH:18]=[CH:17][C:14]=1[CH2:15]Cl.O.[OH-].[Na+]>CS(C)=O>[CH3:11][N:12]([CH3:21])[C:13]1[CH:20]=[CH:19][CH:18]=[CH:17][C:14]=1[CH2:15][S:7][C:5]1[NH:6][C:2]([CH3:9])([CH3:1])[C:3](=[O:8])[N:4]=1 |f:1.2,4.5|. Reported procedure: Initially, 1 g of 5,5-dimethyl-2-thiohydantoin was dissolved in 20 mL of dimethylsulfoxide, and 1.7 g of 2-dimethylaminobenzylchloride hydrochloride was added to the solution. The reaction mixture was stirred at the room temperature for one hour, and poured into 50 mL of water. The pH value of the solution was adjusted to 7-8 with diluted aqueous solution of 2N sodium hydroxide (NaOH). A precipitated sediment was extracted from the liquid, two times, using 50 mL of ethyl acetate (AcOEt). The AcO... Reactants: CCOC(=O)C (EtOAc), FC1C(CCCC1)C=1C2=C(N(C1C1=C(C=CC=C1)C=O)CC(=O)OC)C=C(S2)C(=O)OC (methyl 6-(2-fluorocyclohexyl)-5-(2-formylphenyl)-4-(2-methoxy-2-oxoethyl)-4H-thieno[3,2-b]pyrrole-2-carboxylate), CNCCNC (dimethylethylenediamine), [BH3-]C#N.[Na+] (NaCNBH3). Solvent: CO (MeOH). Run at time 3 day. Yields the product CN(CCN1C(CN2C(C3=C(C1)C=CC=C3)=C(C3=C2C=C(S3)C(=O)OC)[C@@H]3[C@H](CCCC3)F)=O)C (methyl 6-[2-(dimethylamino)ethyl]-13-[(1R,2S)-2-fluorocyclohexyl]-7-oxo-5,6,7,8-tetrahydrothieno[2′,3′:4,5]pyrrolo[2,1-a][2,5]benzodiazocine-11-carboxylate). Yield: 60.0%. As a reaction SMILES: [F:1][CH:2]1[CH2:7][CH2:6][CH2:5][CH2:4][CH:3]1[C:8]1[C:9]2[S:28][C:27]([C:29]([O:31][CH3:32])=[O:30])=[CH:26][C:10]=2[N:11]([CH2:21][C:22](OC)=[O:23])[C:12]=1[C:13]1[CH:18]=[CH:17][CH:16]=[CH:15][C:14]=1[CH:19]=O.C[NH:34][CH2:35][CH2:36][NH:37][CH3:38].[BH3-][C:40]#N.[Na+].CCOC(C)=O>CO>[CH3:40][N:37]([CH3:38])[CH2:36][CH2:35][N:34]1[CH2:19][C:14]2[CH:15]=[CH:16][CH:17]=[CH:18][C:13]=2[C:12]2=[C:8]([C@H:3]3[CH2:4][CH2:5][CH2:6][CH2:7][C@@H:2]3[F:1])[C:9]3[S:28][C:27]([C:29]([O:31][CH3:32])=[O:30])=[CH:26][C:10]=3[N:11]2[CH2:21][C:22]1=[O:23] |f:2.3|. Procedure: A solution (0.1 M) of methyl 6-(2-fluorocyclohexyl)-5-(2-formylphenyl)-4-(2-methoxy-2-oxoethyl)-4H-thieno[3,2-b]pyrrole-2-carboxylate and dimethylethylenediamine (1.5 eq.) in MeOH was stirred at RT for 3 h, then NaCNBH3 (excess) was added and the mixture was stirred for 3 days; evaporation to dryness gave a residue that was taken into EtOAc and washed with sat. NaHCO3-solution and brine, dried and concentrated i. vac. to obtain methyl 6-[2-(dimethylamino)ethyl]-13-[(1R,2S)-2-fluorocyclohexyl]-7-... The reactants are CC(=O)OC(C)=O, CN(C)C=O, COC(OC)OC, O=C1Cc2cc(C(=O)O)ccc2C(=O)N1. Yields the product COC=C1C(=O)NC(=O)c2ccc(C(=O)O)cc21. RXN SMILES: [CH3:23][C:24]([O:25][C:26](=[O:27])[CH3:28])=[O:29].[CH3:30][N:31]([CH3:32])[CH:33]=[O:34].[CH:1]([O:2][CH3:3])([O:4][CH3:5])[O:6][CH3:7].[O:8]=[C:9]1[NH:10][C:11](=[O:22])[CH2:12][c:13]2[cH:14][c:15]([C:19](=[O:20])[OH:21])[cH:16][cH:17][c:18]21>>[CH:1]([O:6][CH3:7])=[C:12]1[C:11](=[O:22])[NH:10][C:9](=[O:8])[c:18]2[c:13]1[cH:14][c:15]([C:19](=[O:20])[OH:21])[cH:16][cH:17]2. Reactants: [Na+], O=C=O, [OH-], c1ccc(C2CN=C3SCCCN32)cc1. Product: O=C1NCC(c2ccccc2)N1CCCS. Reaction SMILES: [Na+:20].[O:16]=[C:17]=[O:18].[OH-:19].[c:1]1([CH:7]2[CH2:8][N:9]=[C:10]3[S:11][CH2:12][CH2:13][CH2:14][N:15]23)[cH:2][cH:3][cH:4][cH:5][cH:6]1>>[c:1]1([CH:7]2[CH2:8][NH:9][C:10](=[O:16])[N:15]2[CH2:14][CH2:13][CH2:12][SH:11])[cH:2][cH:3][cH:4][cH:5][cH:6]1. The reactants are N(=[N+]=[N-])C[C@H](O[Si](C)(C)C(C)(C)C)C1=C2C=CC(NC2=C(C=C1)OCC1=CC=CC=C1)=O ((R)-5-(2-azido-1-(tert-butyldimethylsilyloxy)-ethyl)-8-(benzyloxy)quinolin-2(1H)-one), C1=CCC=CC1 (1,4-cyclohexadiene), ice. The reagents and catalysts are [Pd] (palladium on activated charcoal). Solvent: C(C)O (ethanol). Run at time 30 minute. The product is NC[C@H](O[Si](C)(C)C(C)(C)C)C1=C2C=CC(NC2=C(C=C1)O)=O ((R)-5-(2-Amino-1-(tert-butyldimethylsilyloxy)ethyl)-8-hydroxyquinolin-2(1H)-one). Isolated yield 67.7%. As a reaction SMILES: [N:1]([CH2:4][C@@H:5]([C:14]1[CH:23]=[CH:22][C:21]([O:24]CC2C=CC=CC=2)=[C:20]2[C:15]=1[CH:16]=[CH:17][C:18](=[O:32])[NH:19]2)[O:6][Si:7]([C:10]([CH3:13])([CH3:12])[CH3:11])([CH3:9])[CH3:8])=[N+]=[N-].C1CC=CCC=1>[Pd].C(O)C>[NH2:1][CH2:4][C@@H:5]([C:14]1[CH:23]=[CH:22][C:21]([OH:24])=[C:20]2[C:15]=1[CH:16]=[CH:17][C:18](=[O:32])[NH:19]2)[O:6][Si:7]([C:10]([CH3:13])([CH3:12])[CH3:11])([CH3:9])[CH3:8]. Reported procedure: To an ice-cooled suspension of (R)-5-(2-azido-1-(tert-butyldimethylsilyloxy)-ethyl)-8-(benzyloxy)quinolin-2(1H)-one (5.77 g, 12.8 mmol) and palladium on activated charcoal (5.8 g, 10% w/w wet) in ethanol (50 mL), 1,4-cyclohexadiene (12.0 mL, 126 mmol) was added dropwise. After stirring at this temperature for 30 minutes, the coolant was removed and replaced with a water bath at 30° C. The reaction was stirred at this temperature for 1 hour. The suspension was filtered and the filter cake washed ... Reactants: [N+](=O)([O-])C1=CC=C(C=C1)N1CCC(CC1)NC(C)=O (N-(1-(4-nitrophenyl)piperidin-4-yl)acetamide), [H-].[Na+] (NaH), [NH4+].[Cl-] (NH4Cl), IC (iodomethane). The solvent is C1CCOC1 (THF). Reaction conditions: temperature 20 celsius, time 15 minute. The product is CN(C(C)=O)C1CCN(CC1)C1=CC=C(C=C1)[N+](=O)[O-] (N-methyl-N-(1-(4-nitrophenyl)piperidin-4-yl)acetamide). As a reaction SMILES: [N+:1]([C:4]1[CH:9]=[CH:8][C:7]([N:10]2[CH2:15][CH2:14][CH:13]([NH:16][C:17](=[O:19])[CH3:18])[CH2:12][CH2:11]2)=[CH:6][CH:5]=1)([O-:3])=[O:2].[H-].[Na+].I[CH3:23].[NH4+].[Cl-]>C1COCC1>[CH3:23][N:16]([CH:13]1[CH2:12][CH2:11][N:10]([C:7]2[CH:6]=[CH:5][C:4]([N+:1]([O-:3])=[O:2])=[CH:9][CH:8]=2)[CH2:15][CH2:14]1)[C:17](=[O:19])[CH3:18] |f:1.2,4.5|. Procedure: To a solution of N-(1-(4-nitrophenyl)piperidin-4-yl)acetamide (568 mg, 2 mmol) in THF (15 mL) was added NaH (60%, 200 mg, 5 mmol) at room temperature. The reaction was stirred at 20° C. for 15 minutes. After that, iodomethane (300 mg, 4 mmol) was dropped into the reaction and stirred at 60° C. for 18 hours. The reaction was treated with sat. NH4Cl solution and extracted with n-BuOH, washed with brine, dried over Na2SO4 and concentrated to give yellow solid. MS (m/z): 278 (M+H)+ Reactants: O=S1(N(CCC1)C1=C(C=C(C=C1)C(C(=O)O)C)F)=O (2-[4-(1,1-Dioxo-[1,2]thiazolidin-2-yl)-3-fluoro-phenyl]-propionic acid), ON1N=NC2=C1C=CC=C2 (1-hydroxybenzotriazole), F[B-](F)(F)F.N1(N=NC2=C1C=CC=C2)OC(=[N+](C)C)N(C)C (O-(1H-benzotriazol-1-yl)-N,N,N′,N′-tetramethyluroniumtetrafluoroborate), C(C)N(C(C)C)C(C)C (n-ethyldiisopropylamine), ClC=1C=C(C=CC1)N1N=C(C=C1CN)C(F)(F)F ((1-(3-chlorophenyl)-3-(trifluoromethyl)-1H-pyrazol-5-yl)methanamine). Solvent: C1CCOC1 (THF). Run at time 48 hour. Yields the product ClC=1C=C(C=CC1)N1N=C(C=C1CNC(C(C)C1=CC(=C(C=C1)N1S(CCC1)(=O)=O)F)=O)C(F)(F)F (N-[[2-(3-chlorophenyl)-5-(trifluoromethyl)-2H-pyrazol-3-yl]-methyl]-2-[4-(1,1-dioxo-[1,2]thiazolidin-2-yl)-3-fluoro-phenyl]-propionamide). Isolated yield 71.7%. As a reaction SMILES: [O:1]=[S:2]1(=[O:19])[CH2:6][CH2:5][CH2:4][N:3]1[C:7]1[CH:12]=[CH:11][C:10]([CH:13]([CH3:17])[C:14]([OH:16])=O)=[CH:9][C:8]=1[F:18].ON1C2C=CC=CC=2N=N1.F[B-](F)(F)F.N1(OC(N(C)C)=[N+](C)C)C2C=CC=CC=2N=N1.C(N(C(C)C)C(C)C)C.[Cl:61][C:62]1[CH:63]=[C:64]([N:68]2[C:72]([CH2:73][NH2:74])=[CH:71][C:70]([C:75]([F:78])([F:77])[F:76])=[N:69]2)[CH:65]=[CH:66][CH:67]=1>C1COCC1>[Cl:61][C:62]1[CH:63]=[C:64]([N:68]2[C:72]([CH2:73][NH:74][C:14](=[O:16])[CH:13]([C:10]3[CH:11]=[CH:12][C:7]([N:3]4[CH2:4][CH2:5][CH2:6][S:2]4(=[O:1])=[O:19])=[C:8]([F:18])[CH:9]=3)[CH3:17])=[CH:71][C:70]([C:75]([F:76])([F:77])[F:78])=[N:69]2)[CH:65]=[CH:66][CH:67]=1 |f:2.3|. Procedure details: To a solution of 2-[4-(1,1-Dioxo-[1,2]thiazolidin-2-yl)-3-fluoro-phenyl]-propionic acid (50 mg, 0.174 mmol) in THF (1.3 mL) was added 1-hydroxybenzotriazole (23 mg, 0.174 mmol), O-(1H-benzotriazol-1-yl)-N,N,N′,N′-tetramethyluroniumtetrafluoroborate (56 mg, 0.174 mmol), n-ethyldiisopropylamine (0.059 mL, 0.348 mmol) and (1-(3-chlorophenyl)-3-(trifluoromethyl)-1H-pyrazol-5-yl)methanamine (47 mg, 0.174 mmol). The reaction mixture was stirred for 48 h at room temperature. The reaction mixture was co... Reactants: OC1CSCC2=CC(=CC=C12)C#N (4-hydroxy-isothiochroman-7-carbonitrile), N(=NC(=O)OC(C)C)C(=O)OC(C)C (diisopropyl azodicarboxylate), N1=CNC(=C1)C(=O)N1CCCC1 ((3H-imidazol-4-yl)-pyrrolidin-1-yl-methanone), C1(=CC=CC=C1)P(C1=CC=CC=C1)C1=CC=CC=C1 (triphenylphosphine). Run in C1CCOC1 (THF). Run at temperature 0 celsius. Yields the product N1(CCCC1)C(=O)C1=CN=CN1C1CSCC2=CC(=CC=C12)C#N (4-[5-(Pyrrolidine-1-carbonyl)-imidazol-1-yl]-isothiochroman-7-carbonitrile). RXN SMILES: O[CH:2]1[C:11]2[C:6](=[CH:7][C:8]([C:12]#[N:13])=[CH:9][CH:10]=2)[CH2:5][S:4][CH2:3]1.[N:14]1[CH:18]=[C:17]([C:19]([N:21]2[CH2:25][CH2:24][CH2:23][CH2:22]2)=[O:20])[NH:16][CH:15]=1.C1(P(C2C=CC=CC=2)C2C=CC=CC=2)C=CC=CC=1.N(C(OC(C)C)=O)=NC(OC(C)C)=O>C1COCC1>[N:21]1([C:19]([C:17]2[N:16]([CH:2]3[C:11]4[C:6](=[CH:7][C:8]([C:12]#[N:13])=[CH:9][CH:10]=4)[CH2:5][S:4][CH2:3]3)[CH:15]=[N:14][CH:18]=2)=[O:20])[CH2:25][CH2:24][CH2:23][CH2:22]1. Procedure: To a solution of 4-hydroxy-isothiochroman-7-carbonitrile, which can be prepared as described in Example 12, (300 mg, 1.6 mmol) in THF (20 mL) is added (3H-imidazol-4-yl)-pyrrolidin-1-yl-methanone (200 mg, 1.2 mmol), and triphenylphosphine (420 mg, 1.6 mmol). The reaction is cooled to 0° C. and diisopropyl azodicarboxylate (310 μL, 1.6 mmol) is added. The reaction is permitted to warm to room temperature and stirred until LC-MS analysis indicates complete consumption of 4-hydroxy-isothiochroman-7... Reactants: tri-alkyl-Sn, [Sn](CCCC)(CCCC)(CCCC)Cl (Bu3SnCl), C(=O)(OCC1=CC=CC=C1)N[C@@H](CC1=CC=C(C=C1)Cl)C(=O)O (N-CBZ p-chloro phenylalanine), C(CCC)[Li] (n-butyllithium), [Sn](CCCC)(CCCC)(CCCC)Cl (Bu3SnCl). The solvent is C1CCOC1 (THF). Run at temperature 0 celsius, time 1 hour. The product is C(=O)(OCC1=CC=CC=C1)N[C@@H](CC1=CC=C(C=C1)[Sn](CCCC)(CCCC)CCCC)C(=O)O (N-CBZ p-tri-n-butylstannyl phenylalanine). Reaction SMILES: [C:1]([NH:11][C@H:12]([C:21]([OH:23])=[O:22])[CH2:13][C:14]1[CH:19]=[CH:18][C:17](Cl)=[CH:16][CH:15]=1)([O:3][CH2:4][C:5]1[CH:10]=[CH:9][CH:8]=[CH:7][CH:6]=1)=[O:2].C([Li])CCC.[Sn:29](Cl)([CH2:38][CH2:39][CH2:40][CH3:41])([CH2:34][CH2:35][CH2:36][CH3:37])[CH2:30][CH2:31][CH2:32][CH3:33]>C1COCC1>[C:1]([NH:11][C@H:12]([C:21]([OH:23])=[O:22])[CH2:13][C:14]1[CH:19]=[CH:18][C:17]([Sn:29]([CH2:34][CH2:35][CH2:36][CH3:37])([CH2:38][CH2:39][CH2:40][CH3:41])[CH2:30][CH2:31][CH2:32][CH3:33])=[CH:16][CH:15]=1)([O:3][CH2:4][C:5]1[CH:10]=[CH:9][CH:8]=[CH:7][CH:6]=1)=[O:2]. Reported procedure: To a solution of N-CBZ p-chloro phenylalanine 1 (one equivalent) in anhydrous THF at 100° C. is added n-butyllithium (3.3 equiv.). After one hour, a solution of Bu3SnCl (excess) is added. Other tri-alkyl-Sn compounds may be used in place of Bu3SnCl. The solution is warmed to 0° C. and quenched by the addition of saturated NH4Cl. Extractive work-up into diethyl ether affords the desired product.